From a dataset of the Open Reaction Database (ORD), a public repository of structured organic reaction records. describe an organic reaction: reactants, conditions, products, and yield Reactants: C1(CC1)C(=O)C1=NC=CC=C1 (cyclopropyl-(2-pyridyl)-methanone), CN1C(=NC2=C1C=CC=C2)NN (1-methyl-2-hydrazinobenzimidazole). The reagents and catalysts are C(C)(=O)O (acetic acid). Run in CO (methanol). Run at time 3 day. The product is CN1C(=NC2=C1C=CC=C2)N\N=C(/C2=NC=CC=C2)\C2CC2 (Z-Cyclopropyl-(2-pyridyl)-methanone-(1-methyl-1H-benzo[d]imidazol-2-yl)-hydrazone). As a reaction SMILES: [CH:1]1([C:4]([C:6]2[CH:11]=[CH:10][CH:9]=[CH:8][N:7]=2)=O)[CH2:3][CH2:2]1.[CH3:12][N:13]1[C:17]2[CH:18]=[CH:19][CH:20]=[CH:21][C:16]=2[N:15]=[C:14]1[NH:22][NH2:23]>CO.C(O)(=O)C>[CH3:12][N:13]1[C:17]2[CH:18]=[CH:19][CH:20]=[CH:21][C:16]=2[N:15]=[C:14]1[NH:22]/[N:23]=[C:4](/[CH:1]1[CH2:3][CH2:2]1)\[C:6]1[CH:11]=[CH:10][CH:9]=[CH:8][N:7]=1. Reported procedure: A mixture of cyclopropyl-(2-pyridyl)-methanone (1,00 g, 7,40 mmol) and 1-methyl-2-hydrazinobenzimidazole (1.20 g, 7.40 mmol) in 20 ml of methanol is stirred for 3 days at room temperature after the addition of 6 drops of glacial acetic acid. Monitoring is effected by means of thin layer chromatography (Polygram Sil G/UV254 prefabricated foils; eluting agent: CH2Cl2:MeOH (12:1)). Subsequently, the reaction mixture is diluted with distilled water until a precipitate forms and stored in the refrige... Reactants: C(C(=O)Cl)(=O)Cl (oxalyl chloride), C1(CCCCC1)CC(=O)O (2-cyclohexylacetic acid), C(C)SC1=NC2=CC=CC=C2C=C1N (2-(ethylthio)quinolin-3-amine), C(=O)(O)[O-].[Na+] (NaHCO3). Solvent: C(Cl)Cl (DCM), CN(C)C=O (DMF), CCCCCC.CC(OCC)=O (hexane EA), CC(OCC)=O (EA). Reaction conditions: time 4 hour. Product: C1(CCCCC1)CC(=O)NC=1C(=NC2=CC=CC=C2C1)SCC (2-cyclohexyl-N-(2-ethylsulfanyl-quinolin-3-yl)-acetamide). Isolated yield 50.0%. RXN SMILES: C(Cl)(=O)C(Cl)=O.[CH:7]1([CH2:13][C:14]([OH:16])=O)[CH2:12][CH2:11][CH2:10][CH2:9][CH2:8]1.C([O-])(O)=O.[Na+].[CH2:22]([S:24][C:25]1[C:34]([NH2:35])=[CH:33][C:32]2[C:27](=[CH:28][CH:29]=[CH:30][CH:31]=2)[N:26]=1)[CH3:23]>C(Cl)Cl.CC(=O)OCC.CCCCCC.CC(=O)OCC.CN(C=O)C>[CH:7]1([CH2:13][C:14]([NH:35][C:34]2[C:25]([S:24][CH2:22][CH3:23])=[N:26][C:27]3[C:32]([CH:33]=2)=[CH:31][CH:30]=[CH:29][CH:28]=3)=[O:16])[CH2:8][CH2:9][CH2:10][CH2:11][CH2:12]1 |f:2.3,7.8|. Reported procedure: 760 mg (6 mmol) of oxalyl chloride and a catalytic amount of DMF (100 μl) were added at 0° C. to a suspension of 427 mg (3 mmol) of 2-cyclohexylacetic acid in DCM (45 ml). After stirring for 4 h at RT, the mixture was concentrated in vacuo. The residue was taken up in dioxane (30 ml), and 670 mg (8 mmol) of NaHCO3 were added. After stirring for 5 min at RT, 408 mg (2 mmol) of 2-(ethylthio)quinolin-3-amine (VC04) were added. After stirring for 16 h at RT, the reaction solution was diluted with EA... The reactants are N1=CC=CC=C1 (pyridine), ClC(=O)OC1=CC=C(C=C1)[N+](=O)[O-] (p-nitrophenyl chloroformate), CC1=NOC(=N1)C=1C=C(C=CC1)N (3-[3-methyl(1,2,4-oxadiazol-5-yl)]phenyl amine). The solvent is C(C)#N (acetonitrile). Run at time 8 hour. Yields the product CC1=NOC(=N1)C=1C=C(C=CC1)NC(OC1=CC=C(C=C1)[N+](=O)[O-])=O ([3-[3-methyl(1,2,4-oxadiazol-5-yl)]phenyl]-carbamic acid, 4-nitrophenyl ester). Yield: 82.0%. As a reaction SMILES: [CH3:1][C:2]1[N:6]=[C:5]([C:7]2[CH:8]=[C:9]([NH2:13])[CH:10]=[CH:11][CH:12]=2)[O:4][N:3]=1.N1C=CC=CC=1.Cl[C:21]([O:23][C:24]1[CH:29]=[CH:28][C:27]([N+:30]([O-:32])=[O:31])=[CH:26][CH:25]=1)=[O:22]>C(#N)C>[CH3:1][C:2]1[N:6]=[C:5]([C:7]2[CH:8]=[C:9]([NH:13][C:21](=[O:22])[O:23][C:24]3[CH:25]=[CH:26][C:27]([N+:30]([O-:32])=[O:31])=[CH:28][CH:29]=3)[CH:10]=[CH:11][CH:12]=2)[O:4][N:3]=1. Procedure: A solution of 3-[3-methyl(1,2,4-oxadiazol-5-yl)]phenyl amine (1.00 g, 5.7 mmol, prepared in sequence by the procedures described by Lin et al., J. Org. Chem., 1979, 44, 4160 and Bellamy and Ou, Tetrahedron Letters, 1984, 25, 839) in acetonitrile (25 mL) and pyridine (0.46 mL, 0.45 g, 5.7 mmol) under argon at 0° C. was treated with p-nitrophenyl chloroformate ( 1.15 g, 5.7 mmol) and was stirred at room temperature overnight. The reaction mixture was concentrated in vacuo and an effort was made to... Starting materials: CC=1C(=CC=2C(CCC(C2C1)(C)C)(C)C)C(C=C)C1=CC=C(C#N)C=C1 (4-[1-(5,6,7,8-tetrahydro-3,5,5,8,8-pentamethyl-2-naphthalenyl)-2-propenyl]benzonitrile), CC=1C(=CC=2C(CCC(C2C1)(C)C)(C)C)C(C=C)C1=CC=C(C#N)C=C1 (4-[1-(5,6,7,8-tetrahydro-3,5,5,8,8-pentamethyl-2-naphthalenyl)-2-propenyl]benzonitrile), [OH-].[K+] (potassium hydroxide), CC(=O)C (acetone). Solvent: CCCCCC (hexane). Reaction conditions: time 4 hour. The product is CC1(C=2C=CC(=CC2C(CC1)(C)C)C(C=C)C1=CC=C(C(=O)O)C=C1)C (4-[1-(5,6,7,8-tetrahydro-5,5,8,8-tetramethyl-2-naphthalenyl)-2-propenyl]benzoic acid). Yield: 96.0%. RXN SMILES: C[C:2]1[C:3]([CH:16]([C:19]2[CH:26]=[CH:25]C(C#N)=[CH:21][CH:20]=2)[CH:17]=[CH2:18])=[CH:4][C:5]2[C:6]([CH3:15])([CH3:14])[CH2:7][CH2:8][C:9]([CH3:13])([CH3:12])[C:10]=2[CH:11]=1.[OH-:27].[K+].C[C:30]([CH3:32])=[O:31]>CCCCCC>[CH3:13][C:9]1([CH3:12])[CH2:8][CH2:7][C:6]([CH3:15])([CH3:14])[C:5]2[CH:4]=[C:3]([CH:16]([C:19]3[CH:20]=[CH:21][C:32]([C:30]([OH:27])=[O:31])=[CH:25][CH:26]=3)[CH:17]=[CH2:18])[CH:2]=[CH:11][C:10]1=2 |f:1.2|. Procedure details: A suspension of the derivative (E) 4-[1-(5,6,7,8-tetrahydro-5,5,8,8-tetramethyl-2-naphthalenyl)-2-propenyl]benzonitrile (0.44 g, 1.20 mmol) in solution in alcoholic potassium hydroxide (0.94 g, 16.8 mmol KOH in 0.55 ml H2O and 3.3 ml EtOH) is heated to reflux under magnetic stirring for 4 hours. The progress of the reaction is followed by CCM (eluent acetone:hexane=10:90). The ethanol is evaporated in a rotary evaporator, the product taken up in water (50 ml), acidified with 1N HCl and extracted... Reactants: C1(=CC=CC=C1)P(C1=CC=CC=C1)C1=CC=CC=C1 (triphenylphosphine), di-terbutylazodicarboxylate, C(C)SC1=NC2=CC(=CC=C2C=N1)O (2-(ethylthio) quinazolin-7-ol), C(C)(C)(C)OC(=O)N1CCC(CC1)O (tert-butyl-4-hydroxypiperidine-1-carboxylate). The solvent is C1CCOC1 (THF). Run at time 15 minute. The product is C(C)SC1=NC2=CC(=CC=C2C=N1)OC1CCN(CC1)C(=O)OC(C)(C)C (tert-butyl 4-(2-(ethylthio)quinazolin-7-yloxy)piperidine-1-carboxylate). Isolated yield 90.0%. RXN SMILES: C1(P(C2C=CC=CC=2)C2C=CC=CC=2)C=CC=CC=1.[C:20]([O:24][C:25]([N:27]1[CH2:32][CH2:31][CH:30]([OH:33])[CH2:29][CH2:28]1)=[O:26])([CH3:23])([CH3:22])[CH3:21].[CH2:34]([S:36][C:37]1[N:46]=[CH:45][C:44]2[C:39](=[CH:40][C:41](O)=[CH:42][CH:43]=2)[N:38]=1)[CH3:35]>C1COCC1>[CH2:34]([S:36][C:37]1[N:46]=[CH:45][C:44]2[C:39](=[CH:40][C:41]([O:33][CH:30]3[CH2:31][CH2:32][N:27]([C:25]([O:24][C:20]([CH3:23])([CH3:21])[CH3:22])=[O:26])[CH2:28][CH2:29]3)=[CH:42][CH:43]=2)[N:38]=1)[CH3:35]. Procedure: To a solution of triphenylphosphine (2 eq) in THF was added di-terbutylazodicarboxylate (2 eq). The mixture was stirred 15 minutes at ambient temperature under nitrogen atmosphere. To that was added tert-butyl-4-hydroxypiperidine-1-carboxylate (5 eq). The mixture was stirred 15 minutes at ambient temperature followed by addition of 2-(ethylthio) quinazolin-7-ol (1 eq). The mixture was stirred overnight at ambient temperature. The reaction mixture was concentrated and purified by flash column chr... Reactants: N1=CN=C2N=CNC2=C1 (purine), FC1=CC=C(C=C1)[N+](=O)[O-] (4-fluoronitrobenzene), ClC1=C(C=C(C=C1)N=C=O)C(F)(F)F (4-chloro-3-(trifluoromethyl)phenyl isocyanate). Yields the product ClC1=C(C=C(C=C1)NC(=O)NC1=CC=C(C=C1)N1C2=NC=NC=C2N=C1)C(F)(F)F (1-(4-chloro-3-(trifluoromethyl)phenyl)-3-(4-purin-9-ylphenyl)urea). Reaction SMILES: [N:1]1[CH:9]=[C:8]2[C:4]([N:5]=[CH:6][NH:7]2)=[N:3][CH:2]=1.F[C:11]1[CH:16]=[CH:15][C:14]([N+:17]([O-])=O)=[CH:13][CH:12]=1.[Cl:20][C:21]1[CH:26]=[CH:25][C:24]([N:27]=[C:28]=[O:29])=[CH:23][C:22]=1[C:30]([F:33])([F:32])[F:31]>>[Cl:20][C:21]1[CH:26]=[CH:25][C:24]([NH:27][C:28]([NH:17][C:14]2[CH:15]=[CH:16][C:11]([N:5]3[CH:6]=[N:7][C:8]4[C:4]3=[N:3][CH:2]=[N:1][CH:9]=4)=[CH:12][CH:13]=2)=[O:29])=[CH:23][C:22]=1[C:30]([F:31])([F:32])[F:33]. Procedure: The title compound can be synthesized from purine, 4-fluoronitrobenzene and 4-chloro-3-(trifluoromethyl)phenyl isocyanate by using the same techniques as in Example 1. The reactants are C(C)C=1N(C(=C(N1)C)C=O)CC1=CC=C(C(=O)OC)C=C1 (Methyl 4-[[2-ethyl-5-(formyl)-4-methyl-1H-imidazol-1-yl]methyl]benzoate), N1C(CC2=CC=CC=C12)=O (oxindole). The solvent is CO (MeOH), [OH-].[K+] (KOH). Yields the product C(C)C1=C(C(=O)O)C=CC(=C1)CN1C=NC=C1C=O (2-Ethyl-4-[[5-(formyl)-1H-imidazol-1-yl]methyl]benzoic acid). Reaction SMILES: C([C:3]1[N:4]([CH2:11][C:12]2[CH:21]=[CH:20][C:15]([C:16]([O:18]C)=[O:17])=[CH:14][CH:13]=2)[C:5]([CH:9]=[O:10])=[C:6](C)[N:7]=1)C.N1C2C(=CC=CC=2)[CH2:24][C:23]1=O>CO.[OH-].[K+]>[CH2:23]([C:14]1[CH:13]=[C:12]([CH2:11][N:4]2[C:5]([CH:9]=[O:10])=[CH:6][N:7]=[CH:3]2)[CH:21]=[CH:20][C:15]=1[C:16]([OH:18])=[O:17])[CH3:24] |f:3.4|. Procedure: A solution of the above ester from Example 11D in MeOH (4 mL) and 4N KOH (1.3 mL) was stirred at room temperature for 18 hours. MeOH was removed, the residue was treated with water, and the solution was adjusted to pH 5. It was extracted with EtOAc and the extract was dried and evaporated to give a pale yellow solid which was used as is for condensation with oxindole.